Dataset: the Open Reaction Database (ORD), a public repository of structured organic reaction records. Task: describe an organic reaction: reactants, conditions, products, and yield Reactants: Cu, Br (HBr), NC1=CC=C2C(=CC(OC2=C1)=O)C(F)(F)F (7-amino-4-trifluoromethylcoumarin), N(=O)[O-].[Na+] (NaNO2). Solvent: O (H2O). Reaction conditions: time 30 minute. The product is BrC1=CC=C2C(=CC(OC2=C1)=O)C(F)(F)F (7-Bromo-4-trifluoromethylcoumarin). Yield: 58.2%. RXN SMILES: [BrH:1].N[C:3]1[CH:12]=[C:11]2[C:6]([C:7]([C:14]([F:17])([F:16])[F:15])=[CH:8][C:9](=[O:13])[O:10]2)=[CH:5][CH:4]=1.N([O-])=O.[Na+]>O>[Br:1][C:3]1[CH:12]=[C:11]2[C:6]([C:7]([C:14]([F:17])([F:16])[F:15])=[CH:8][C:9](=[O:13])[O:10]2)=[CH:5][CH:4]=1 |f:2.3|. Procedure: To a solution of 48% HBr (4.5 g, 26.7 mmol) (3 mL) containing 7-amino-4-trifluoromethylcoumarin (Aldrich) (2.0 g, 8.8 mmol) at -10° C. was added NaNO2 (670 mg in 1 mL of H2O) then Cu powder 35 mg was added. The reaction mixture was stirred at r.t. for 30 min., then heated to 100° C. for 30 min. The reaction mixture was cooled to 0° C. and H2O (25 mL) was added. The mixture was extracted with EtOAc (400 mL) and the combined organic phase was washed with brine (200 mL) dried over MgSO4 and evapora... The reactants are [H][H] (hydrogen), Cl (hydrochloric acid), 180, [N+](=O)([O-])C1=C(C=CC=C1)NCCCO (3-[(2-nitrophenyl)amino]-1-propanol), CO (methanol). Reagents/catalysts: [Pd] (palladium-on-charcoal). The product is 58, O.OCCCN1C(NC2=C1C=CC=C2)=O (1,3-dihydro-1-(3-hydroxypropyl)-2H-benzimidazol-2-one hydrate). As a reaction SMILES: [N+:1]([C:4]1[CH:9]=[CH:8][CH:7]=[CH:6][C:5]=1[NH:10][CH2:11][CH2:12][CH2:13][OH:14])([O-])=[O:2].Cl.[H][H].[CH3:18][OH:19]>[Pd]>[OH2:2].[OH:14][CH2:13][CH2:12][CH2:11][N:10]1[C:5]2[CH:6]=[CH:7][CH:8]=[CH:9][C:4]=2[NH:1][C:18]1=[O:19] |f:5.6|. Procedure details: A solution of 180 parts of 3-[(2-nitrophenyl)amino]-1-propanol in 200 parts of methanol and 100 parts of a hydrochloric acid solution 10 N is hydrogenated at normal pressure and at a temperature at 50° C., in the presence of 5 parts of palladium-on-charcoal catalyst 10%. After the calculated amount of hydrogen (3 moles) is taken up, hydrogenation is stopped. The catalyst is filtered off and the filtrate is evaporated. The residue (mainly 3-[(2-aminophenyl)amino]-1-propanol hydrochloride) is diss...